Dataset: the Open Reaction Database (ORD), a public repository of structured organic reaction records. Task: describe an organic reaction: reactants, conditions, products, and yield The reactants are COC1=C(C=C(C=O)C=C1)C1=CC=CC=C1 (4-Methoxy-3-phenylbenzaldehyde), N1C(CC2=CC=CN=C12)=O (7-aza-2-oxindole). Yields the product COC1=CC=C(C=C1C1=CC=CC=C1)C=C1C(NC2=NC=CC=C21)=O (3-(6-methoxybiphenyl-3-ylmethylene)-1,3-dihydropyrrolo[2,3-b]pyridin-2-one). As a reaction SMILES: [CH3:1][O:2][C:3]1[CH:10]=[CH:9][C:6]([CH:7]=O)=[CH:5][C:4]=1[C:11]1[CH:16]=[CH:15][CH:14]=[CH:13][CH:12]=1.[NH:17]1[C:25]2[C:20](=[CH:21][CH:22]=[CH:23][N:24]=2)[CH2:19][C:18]1=[O:26]>>[CH3:1][O:2][C:3]1[C:4]([C:11]2[CH:16]=[CH:15][CH:14]=[CH:13][CH:12]=2)=[CH:5][C:6]([CH:7]=[C:19]2[C:20]3[C:25](=[N:24][CH:23]=[CH:22][CH:21]=3)[NH:17][C:18]2=[O:26])=[CH:9][CH:10]=1. Procedure: 4-Methoxy-3-phenylbenzaldehyde was condensed with 7-aza-2-oxindole to give 0.25 g of 3-(6-methoxybiphenyl-3-ylmethylene)-1,3-dihydropyrrolo[2,3-b]pyridin-2-one as a yellow-orange solid. Reactants: C(C)(C)(C)[Si](C)(C)OCC1CC2=C(O1)C1=CC=CC=C1C=C2 ((±)-tert-butyl(2,3-dihydronaphtho[1,2-b]furan-2-ylmethoxy)dimethylsilane), [F-].C(CCC)[N+](CCCC)(CCCC)CCCC (tetrabutylammonium fluoride), Intermediate 6. The product is O1C2=C(CC1CO)C=CC1=CC=CC=C12 ((±)-2,3-dihydronaphtho[1,2-b]furan-2-ylmethanol). RXN SMILES: C([Si]([O:8][CH2:9][CH:10]1[O:14][C:13]2[C:15]3[C:20]([CH:21]=[CH:22][C:12]=2[CH2:11]1)=[CH:19][CH:18]=[CH:17][CH:16]=3)(C)C)(C)(C)C.[F-].C([N+](CCCC)(CCCC)CCCC)CCC>>[O:14]1[CH:10]([CH2:9][OH:8])[CH2:11][C:12]2[CH:22]=[CH:21][C:20]3[C:15]([C:13]1=2)=[CH:16][CH:17]=[CH:18][CH:19]=3 |f:1.2|. Reported procedure: Treatment of (±)-tert-butyl(2,3-dihydronaphtho[1,2-b]furan-2-ylmethoxy)dimethylsilane (2.70 g; 8.59 mmol) with tetrabutylammonium fluoride (9.4 mL, 1.0 M solution in tetrahydrofuran) generally according to the procedure described for Intermediate 6 gave (±)-2,3-dihydronaphtho[1,2-b]furan-2-ylmethanol. Treatment of the alcohol with p-toluenesulfonyl chloride (1.64 g, 8.59 mmol), 4-(dimethylamino)pyridine (0.105 g, 0.86 mmol), and triethylamine (1.67 g, 12.89 mmol) generally according to the proce... The reactants are [BH4-], CO, ClCCl, Cl, [Na+], [Na+], [OH-], O, O=C1CCC(c2ccccc2)(c2ccccc2)C2C1CNC2C(=O)Cc1ccccc1. The product is O=C(Cc1ccccc1)C1NCC2C(O)CCC(c3ccccc3)(c3ccccc3)C12. Reaction SMILES: [BH4-:1].[CH3:37][OH:38].[Cl:39][CH2:40][Cl:41].[ClH:36].[Na+:2].[Na+:4].[OH-:3].[OH2:42].[c:5]1([C:11]2([c:30]3[cH:31][cH:32][cH:33][cH:34][cH:35]3)[CH2:12][CH2:13][C:14](=[O:29])[CH:15]3[CH2:16][NH:17][CH:18]([C:20]([CH2:21][c:22]4[cH:23][cH:24][cH:25][cH:26][cH:27]4)=[O:28])[CH:19]23)[cH:6][cH:7][cH:8][cH:9][cH:10]1>>[c:5]1([C:11]2([c:30]3[cH:31][cH:32][cH:33][cH:34][cH:35]3)[CH2:12][CH2:13][CH:14]([OH:29])[CH:15]3[CH2:16][NH:17][CH:18]([C:20]([CH2:21][c:22]4[cH:23][cH:24][cH:25][cH:26][cH:27]4)=[O:28])[CH:19]23)[cH:6][cH:7][cH:8][cH:9][cH:10]1. Starting materials: CCOC(=O)c1ccc2c(c1)CC(C)(C)C(c1cncc(N3CCOCC3)c1)N2, CO, Cl, [Na+], C1CCOC1, [OH-], O. The product is CC1(C)Cc2cc(C(=O)O)ccc2NC1c1cncc(N2CCOCC2)c1. RXN SMILES: [CH2:1]([CH3:2])[O:3][C:4](=[O:5])[c:6]1[cH:7][c:8]2[c:13]([cH:14][cH:15]1)[NH:12][CH:11]([c:16]1[cH:17][n:18][cH:19][c:20]([N:22]3[CH2:23][CH2:24][O:25][CH2:26][CH2:27]3)[cH:21]1)[C:10]([CH3:28])([CH3:29])[CH2:9]2.[CH3:33][OH:34].[ClH:32].[Na+:31].[O:35]1[CH2:36][CH2:37][CH2:38][CH2:39]1.[OH-:30].[OH2:40]>>[O:3]=[C:4]([OH:5])[c:6]1[cH:7][c:8]2[c:13]([cH:14][cH:15]1)[NH:12][CH:11]([c:16]1[cH:17][n:18][cH:19][c:20]([N:22]3[CH2:23][CH2:24][O:25][CH2:26][CH2:27]3)[cH:21]1)[C:10]([CH3:28])([CH3:29])[CH2:9]2. The reactants are [C@@H]12C(CC[C@@H](CC1)N2C(=O)OC(C)(C)C)C(=O)OC ((1S,5S)-8-tert-butyl 2-methyl 8-azabicyclo[3.2.1]octane-2,8-dicarboxylate), Cl (HCl). Solvent: CCO (EtOH), O1CCOCC1 (dioxane). Conditions: time 2 hour. Yields the product [C@@H]12C(CC[C@@H](CC1)N2)C(=O)OC ((1S,5S)-Methyl 8-azabicyclo[3.2.1]octane-2-carboxylate). Isolated yield 100.0%. As a reaction SMILES: [C@H:1]12[N:8](C(OC(C)(C)C)=O)[C@H:5]([CH2:6][CH2:7]1)[CH2:4][CH2:3][CH:2]2[C:16]([O:18][CH3:19])=[O:17].Cl>CCO.O1CCOCC1>[C@H:1]12[NH:8][C@H:5]([CH2:6][CH2:7]1)[CH2:4][CH2:3][CH:2]2[C:16]([O:18][CH3:19])=[O:17]. Reported procedure: To (1S,5S)-8-tert-butyl 2-methyl 8-azabicyclo[3.2.1]octane-2,8-dicarboxylate (5.49 g) in EtOH (1 mL) was added 4M HCl in dioxane (5 mL). The reaction mixture was stirred at room temperature for 2 hours. Concentrated to give crude product (3.45 g). The product is Cl.N(N)C=1C=C(C(=O)OC)C=CC1 (methyl 3-hydrazinobenzoate hydrochloride). Procedure details: A solution of 5.75 g of sodium nitrite in 30 ml of water was dropwise added to a solution of 11.7 g of methyl 3-aminobenzoate and 20 ml of concentrated hydrochloric acid in 200 ml of water, at about 0° C. with cooling with ice-methanol. The mixture was stirred at the same temperature for 5 minutes. The mixture was then added to 650 ml of a 6% aqueous sulfurous acid solution being ice-cooled. The resulting mixture was stirred at 50-60° C. for 2 days. The reaction mixture was allowed to cool and t... Reactants: ice methanol, S(O)(O)=O (sulfurous acid), N(=O)[O-].[Na+] (sodium nitrite), NC=1C=C(C(=O)OC)C=CC1 (methyl 3-aminobenzoate), Cl (hydrochloric acid). Run in O (water), O (water). Reaction SMILES: [N:1]([O-])=O.[Na+].[NH2:5][C:6]1[CH:7]=[C:8]([CH:13]=[CH:14][CH:15]=1)[C:9]([O:11][CH3:12])=[O:10].[ClH:16].S(=O)(O)O>O>[ClH:16].[NH:5]([C:6]1[CH:7]=[C:8]([CH:13]=[CH:14][CH:15]=1)[C:9]([O:11][CH3:12])=[O:10])[NH2:1] |f:0.1,6.7|. Conditions: time 5 minute.